Dataset: the Open Reaction Database (ORD), a public repository of structured organic reaction records. Task: describe an organic reaction: reactants, conditions, products, and yield Starting materials: O(CC)CC (O(Et)2), C(C)(=O)OC(C)=O (acetic anhydride), CC1=NC=2N(C=3CCCCC13)N=C(N2)C=O (5-Methyl-6,7,8,9-tetrahydro-[1,2,4]triazolo[1,5-a]quinazoline-2-carbaldehyde), [N+](=O)([O-])C1=CC=C(COC(=O)C=2N3C([C@@H]([C@H]3SC2)Br)=O)C=C1 ((5R,6S)-6-bromo-7-oxo-4-thia-1-aza-bicyclo[3.2.0]hept-2-ene-2-carboxylic acid 4-nitro-benzyl ester), [Mg+2].[Br-].[Br-] (MgBr2). Run in C(C)(=O)OCC (ethyl acetate), CCN(CC)CC (Et3N), C(C)#N (acetonitrile), C1CCOC1 (THF). Conditions: temperature -20 celsius, time 2 hour. The product is C(C)(=O)OC(C1([C@H]2SC=C(N2C1=O)C(=O)OCC1=CC=C(C=C1)[N+](=O)[O-])Br)C1=NN2C(N=C(C=3CCCCC23)C)=N1 (4-nitrobenzyl (5R)-6-[(acetyloxy)(5-methyl-6,7,8,9-tetrahydro[1,2,4]triazolo[1,5-a]quinazolin-2-yl)methyl]-6-bromo-7-oxo-4-thia-1-azabicyclo[3.2.0]hept-2-ene-2-carboxylate). RXN SMILES: [CH3:1][C:2]1[C:11]2[CH2:10][CH2:9][CH2:8][CH2:7][C:6]=2[N:5]2[N:12]=[C:13]([CH:15]=[O:16])[N:14]=[C:4]2[N:3]=1.[N+:17]([C:20]1[CH:38]=[CH:37][C:23]([CH2:24][O:25][C:26]([C:28]2[N:29]3[C@H:32]([S:33][CH:34]=2)[C@@H:31]([Br:35])[C:30]3=[O:36])=[O:27])=[CH:22][CH:21]=1)([O-:19])=[O:18].[Mg+2].[Br-].[Br-].[O:42](CC)[CH2:43][CH3:44].C(OC(=O)C)(=O)C>C(OCC)(=O)C.CCN(CC)CC.C(#N)C.C1COCC1>[C:43]([O:16][CH:15]([C:13]1[N:14]=[C:4]2[N:3]=[C:2]([CH3:1])[C:11]3[CH2:10][CH2:9][CH2:8][CH2:7][C:6]=3[N:5]2[N:12]=1)[C:31]1([Br:35])[C:30](=[O:36])[N:29]2[C@@H:32]1[S:33][CH:34]=[C:28]2[C:26]([O:25][CH2:24][C:23]1[CH:37]=[CH:38][C:20]([N+:17]([O-:19])=[O:18])=[CH:21][CH:22]=1)=[O:27])(=[O:42])[CH3:44] |f:2.3.4|. Procedure: 5-Methyl-6,7,8,9-tetrahydro-[1,2,4]triazolo[1,5-a]quinazoline-2-carbaldehyde (432 mg, 2 mmol) and the dry THF solution (20 mL) of (5R,6S)-6-bromo-7-oxo-4-thia-1-aza-bicyclo[3.2.0]hept-2-ene-2-carboxylic acid 4-nitro-benzyl ester (770 mg, 2 mmol) were added successively to the dry acetonitrile (15 mL) solution of anhydrous MgBr2:O(Et)2 (1.2 g, 3.0 mmol) under an argon atmosphere at room temperature. After cooling to −20° C., Et3N (2.0 mL) was added in one portion. The reaction vessel was covered ... Reactants: CCOC(C(=O)NCc1ccc(C(=N)NC(=O)OCc2ccccc2)cc1)c1c(F)ccc(O)c1F, CCO, Cl. Yields the product Cl, CCOC(C(=O)NCc1ccc(C(=N)N)cc1)c1c(F)ccc(O)c1F. RXN SMILES: [CH2:1]([O:2][C:3](=[O:4])[NH:10][C:11](=[NH:12])[c:13]1[cH:14][cH:15][c:16]([CH2:19][NH:20][C:21]([CH:22]([O:23][CH2:24][CH3:25])[c:26]2[c:27]([F:34])[c:28]([OH:33])[cH:29][cH:30][c:31]2[F:32])=[O:35])[cH:17][cH:18]1)[c:5]1[cH:6][cH:7][cH:8][cH:9][cH:36]1.[CH3:38][CH2:39][OH:40].[ClH:37]>>[ClH:37].[NH:10]=[C:11]([NH2:12])[c:13]1[cH:14][cH:15][c:16]([CH2:19][NH:20][C:21]([CH:22]([O:23][CH2:24][CH3:25])[c:26]2[c:27]([F:34])[c:28]([OH:33])[cH:29][cH:30][c:31]2[F:32])=[O:35])[cH:17][cH:18]1. Starting materials: C(C)(C)(C)OC(=O)N1CCC2=C(CC1)C(=C(C=C2)Cl)SC(N(C)C)=O (3-tert-butoxycarbonyl-7-chloro-6-dimethylcarbamoylthio-2,3,4,5-tetrahydro-1H-benzo[d]azepine), [OH-].[K+] (potassium hydroxide), [H-].[Na+] (sodium hydride), Br[C@H](C)C1=CC=C(C=C1)C(CC(C)(C)C)=O ((R)-1-[4-(1-bromoethyl)-phenyl]-3,3-dimethylbutan-1-one), O[C@@H](C)C1=CC=C(C=C1)C(CC(C)(C)C)=O ((S)-1-[4-(1-hydroxyethyl)-phenyl]-3,3-dimethylbutan-1-one), C1(=CC=CC=C1)P(C1=CC=CC=C1)C1=CC=CC=C1 (triphenylphosphine), C1CC(=O)N(C1=O)Br (NBS). The solvent is [NH4+].[Cl-] (NH4Cl), CCOC(=O)C (EtOAc), CO (methanol), C1CCOC1 (THF). Run at time 30 minute. The product is C(C)(C)(C)OC(=O)N1CCC2=C(CC1)C(=C(C=C2)Cl)S[C@@H](C)C2=CC=C(C=C2)C(CC(C)(C)C)=O ((S)-3-tert-butoxycarbonyl-7-chloro-6-{1-[4-(3,3-dimethylbutyryl)-phenyl]-ethylthio}-2,3,4,5-tetrahydro-1H-benzo[d]azepine). Yield: 47.0%. As a reaction SMILES: [C:1]([O:5][C:6]([N:8]1[CH2:14][CH2:13][C:12]2[C:15]([S:20]C(=O)N(C)C)=[C:16]([Cl:19])[CH:17]=[CH:18][C:11]=2[CH2:10][CH2:9]1)=[O:7])([CH3:4])([CH3:3])[CH3:2].[OH-].[K+].[H-].[Na+].Br[C@@H:31]([C:33]1[CH:38]=[CH:37][C:36]([C:39](=[O:45])[CH2:40][C:41]([CH3:44])([CH3:43])[CH3:42])=[CH:35][CH:34]=1)[CH3:32].O[C@H](C1C=CC(C(=O)CC(C)(C)C)=CC=1)C.C1(P(C2C=CC=CC=2)C2C=CC=CC=2)C=CC=CC=1.C1C(=O)N(Br)C(=O)C1>CO.[NH4+].[Cl-].CCOC(C)=O.C1COCC1>[C:1]([O:5][C:6]([N:8]1[CH2:14][CH2:13][C:12]2[C:15]([S:20][C@H:31]([C:33]3[CH:38]=[CH:37][C:36]([C:39](=[O:45])[CH2:40][C:41]([CH3:44])([CH3:43])[CH3:42])=[CH:35][CH:34]=3)[CH3:32])=[C:16]([Cl:19])[CH:17]=[CH:18][C:11]=2[CH2:10][CH2:9]1)=[O:7])([CH3:2])([CH3:3])[CH3:4] |f:1.2,3.4,10.11|. Procedure: Heat the mixture of 3-tert-butoxycarbonyl-7-chloro-6-dimethylcarbamoylthio-2,3,4,5-tetrahydro-1H-benzo[d]azepine (310 mg, 0.807 mmol) and potassium hydroxide (1.45 g, 25.83 mmol) in methanol (5 mL) at 50° C. for 3 h. Cool the reaction mixture to room temperature and dilute with saturated aqueous NH4Cl and EtOAc. Separate the layers and extract the aqueous layer three times with EtOAc. Dry the combined organic extracts over Na2SO4, filter and concentrate in vacuo. Dissolve the crude 3-tert-butoxy... Reactants: OC1=CC=C(C=C1)C12N(C(C3=CC=CC=C13)=O)CCN2 (9b-(4-hydroxyphenyl)-1,2,3,9b-tetrahydroimidazo[2,1-a]isoindol-5-one), FC1=CC=C(C(=O)Cl)C=C1 (4-fluorobenzoyl chloride), ester, C1(=CC=CC=C1)O (phenol), ClCC#N (chloroacetonitrile), C(=O)([O-])[O-].[K+].[K+] (K2CO3), tetrahydroimidazoisoindolone. Run in CC(=O)C (acetone). Yields the product Compound 239, C1(=CC=CC=C1)OC1=CC=CC=C1 (phenyl ether). As a reaction SMILES: [OH:1][C:2]1[CH:7]=[CH:6][C:5](C23NCCN2C(=O)C2C3=CC=CC=2)=[CH:4][CH:3]=1.F[C:22]1[CH:30]=[CH:29][C:25](C(Cl)=O)=[CH:24][CH:23]=1.C1(O)C=CC=CC=1.ClCC#N.C([O-])([O-])=O.[K+].[K+]>CC(C)=O>[C:22]1([O:1][C:2]2[CH:3]=[CH:4][CH:5]=[CH:6][CH:7]=2)[CH:30]=[CH:29][CH:25]=[CH:24][CH:23]=1 |f:4.5.6|. Procedure: Compound 239 was prepared from 9b-(4-hydroxyphenyl)-1,2,3,9b-tetrahydroimidazo[2,1-a]isoindol-5-one using Method L. The tetrahydroimidazoisoindolone was bis-acylated with 4-fluorobenzoyl chloride according to Method H and the resulting phenolic ester function was converted to a phenol by basic hydrolysis. The product was then treated with chloroacetonitrile and K2CO3 in acetone and heated to reflux for 30 h to yield phenyl ether compound 239. The reactants are C(C1=CC=CC=C1)(=O)SCC(C(=O)O)C (3-Benzoylthio-2-methylpropanoic acid), S(=O)(Cl)Cl (thionyl chloride). Solvent: C1(=CC=CC=C1)C (toluene). The product is C(C1=CC=CC=C1)(=O)SCC(C(=O)Cl)C (3-benzoylthio-2-methylpropanoyl chloride). RXN SMILES: [C:1]([S:9][CH2:10][CH:11]([CH3:15])[C:12](O)=[O:13])(=[O:8])[C:2]1[CH:7]=[CH:6][CH:5]=[CH:4][CH:3]=1.S(Cl)([Cl:18])=O>C1(C)C=CC=CC=1>[C:1]([S:9][CH2:10][CH:11]([CH3:15])[C:12]([Cl:18])=[O:13])(=[O:8])[C:2]1[CH:7]=[CH:6][CH:5]=[CH:4][CH:3]=1. Procedure: 3-Benzoylthio-2-methylpropanoic acid (11.6 g) in toluene (78 ml) was treated with thionyl chloride (4.6 ml). The resulting solution was warmed to 80° for 2.5 hours and then evaporated to dryness under reduced pressure to yield 3-benzoylthio-2-methylpropanoyl chloride. A solution of (±)-1,2,3,4-tetrahydro-2-quinolinecarboxylic acid hydrochloride (10.7 g) in pyridine (65 ml) was treated dropwise with the crude 3-benzoylthio-2-methylpropanoyl chloride with vigorous stirring. After stirring overnigh...